Task: describe an organic reaction: reactants, conditions, products, and yield. Dataset: the Open Reaction Database (ORD), a public repository of structured organic reaction records Starting materials: O=C([O-])O, CON(C)C(=O)CC1CC(CS(=O)(=O)c2nnnn2-c2ccccc2)OC(C)(C)O1, C[Si](C)(C)[N-][Si](C)(C)C, CC(C)n1c(C=O)c(-c2ccc(F)cc2)c2ccccc21, [Li+], [Na+], C1CCOC1. Product: CON(C)C(=O)CC1CC(C=Cc2c(-c3ccc(F)cc3)c3ccccc3n2C(C)C)OC(C)(C)O1. Reaction SMILES: [C:62](=[O:63])([OH:64])[O-:65].[CH3:1][C:2]1([CH3:30])[O:3][CH:4]([CH2:15][S:16]([c:17]2[n:18](-[c:19]3[cH:20][cH:21][cH:22][cH:23][cH:24]3)[n:25][n:26][n:27]2)(=[O:28])=[O:29])[CH2:5][CH:6]([CH2:8][C:9](=[O:10])[N:11]([CH3:12])[O:13][CH3:14])[O:7]1.[CH3:52][Si:53]([N-:54][Si:55]([CH3:56])([CH3:57])[CH3:58])([CH3:59])[CH3:60].[F:31][c:32]1[cH:33][cH:34][c:35](-[c:38]2[c:39]([CH:50]=[O:51])[n:40]([CH:47]([CH3:48])[CH3:49])[c:41]3[cH:42][cH:43][cH:44][cH:45][c:46]23)[cH:36][cH:37]1.[Li+:61].[Na+:66].[O:67]1[CH2:68][CH2:69][CH2:70][CH2:71]1>>[CH3:1][C:2]1([CH3:30])[O:3][CH:4]([CH:15]=[CH:50][c:39]2[c:38](-[c:35]3[cH:34][cH:33][c:32]([F:31])[cH:37][cH:36]3)[c:46]3[c:41]([n:40]2[CH:47]([CH3:48])[CH3:49])[cH:42][cH:43][cH:44][cH:45]3)[CH2:5][CH:6]([CH2:8][C:9](=[O:10])[N:11]([CH3:12])[O:13][CH3:14])[O:7]1. Reactants: CC(C)CCCCCCCCCCCCCO, O=C(O)c1cccnc1, O=S(Cl)Cl. The product is CC(C)CCCCCCCCCCCCCOC(=O)c1cccnc1. As a reaction SMILES: [CH2:10]([CH2:11][CH2:12][CH2:13][CH2:14][CH2:15][CH2:16][CH2:17][CH2:18][CH2:19][CH2:20][CH2:21][CH2:22][CH:23]([CH3:24])[CH3:25])[OH:26].[OH:1][C:2](=[O:3])[c:4]1[cH:5][cH:6][cH:7][n:8][cH:9]1.[S:27]([Cl:28])([Cl:29])=[O:30]>>[O:1]([C:2](=[O:3])[c:4]1[cH:5][cH:6][cH:7][n:8][cH:9]1)[CH2:10][CH2:11][CH2:12][CH2:13][CH2:14][CH2:15][CH2:16][CH2:17][CH2:18][CH2:19][CH2:20][CH2:21][CH2:22][CH:23]([CH3:24])[CH3:25]. Reported procedure: Prepared as described in general procedure (H) using 1,1-dicyclohexyl-3-(4-methyl-5-thiocyanato-thiazol-2-yl)-urea and dimethylaminoethylchloride. As a reaction SMILES: [CH:1]1([N:7]([CH:20]2[CH2:25][CH2:24][CH2:23][CH2:22][CH2:21]2)[C:8]([NH:10][C:11]2[S:12][C:13]([S:17][C:18]#N)=[C:14]([CH3:16])[N:15]=2)=[O:9])[CH2:6][CH2:5][CH2:4][CH2:3][CH2:2]1.[CH3:26][N:27]([CH2:29]CCl)[CH3:28]>>[CH:1]1([N:7]([CH:20]2[CH2:25][CH2:24][CH2:23][CH2:22][CH2:21]2)[C:8]([NH:10][C:11]2[S:12][C:13]([S:17][CH2:18][CH2:26][N:27]([CH3:29])[CH3:28])=[C:14]([CH3:16])[N:15]=2)=[O:9])[CH2:6][CH2:5][CH2:4][CH2:3][CH2:2]1. Product: C1(CCCCC1)N(C(=O)NC=1SC(=C(N1)C)SCCN(C)C)C1CCCCC1 (1,1-Dicyclohexyl-3-[5-(2-dimethylamino-ethylsulfanyl)-4-methyl-thiazol-2-yl]-urea). The reactants are C1(CCCCC1)N(C(=O)NC=1SC(=C(N1)C)SC#N)C1CCCCC1 (1,1-dicyclohexyl-3-(4-methyl-5-thiocyanato-thiazol-2-yl)-urea), CN(C)CCCl (dimethylaminoethylchloride). Starting materials: ClC=1C=CC=2C(=C3C(=NC2C1)C=CC(=N3)OC)Cl (7,10-dichloro-2-methoxypyrido [3,2-b]quinoline), Cl (hydrochloric acid), CN(C)CCCCN (dimethylaminobutylamine), C1(=CC=CC=C1)O (phenol). Solvent: CC(=O)C (acetone), C(C)O (ethanol). Yields the product Cl.Cl.ClC=1C=CC=2C(=C3C(=NC2C1)C=CC(=N3)OC)NCCCCN(C)C (7-Chloro-10-[(4-dimethylaminobutyl)amino]-2-methoxypyrido[3,2-b]quinoline dihydrochloride). As a reaction SMILES: [Cl:1][C:2]1[CH:3]=[CH:4][C:5]2[C:6](Cl)=[C:7]3[N:15]=[C:14]([O:16][CH3:17])[CH:13]=[CH:12][C:8]3=[N:9][C:10]=2[CH:11]=1.[CH3:19][N:20]([CH2:22][CH2:23][CH2:24][CH2:25][NH2:26])[CH3:21].C1(O)C=CC=CC=1.[ClH:34]>CC(C)=O.C(O)C>[ClH:1].[ClH:34].[Cl:1][C:2]1[CH:3]=[CH:4][C:5]2[C:6]([NH:26][CH2:25][CH2:24][CH2:23][CH2:22][N:20]([CH3:21])[CH3:19])=[C:7]3[N:15]=[C:14]([O:16][CH3:17])[CH:13]=[CH:12][C:8]3=[N:9][C:10]=2[CH:11]=1 |f:6.7.8|. Reported procedure: A mixture of 4.2 g. of 7,10-dichloro-2-methoxypyrido [3,2-b]quinoline, 1.6 g. of dimethylaminobutylamine and 10 g. of phenol is stirred and heated on a steam bath for 3 hours. The reaction is cooled, 30 ml. of ethanol is added and this mixture is poured into a mixture of 300 ml. of acetone and 3.75 ml. of concentrated hydrochloric acid. The yellow precipitate is collected, washed with acetone, air-dried and recrystallized from 100 ml. of 95% alcohol giving the desired product as yellow crystals,...